From a dataset of the Open Reaction Database (ORD), a public repository of structured organic reaction records. describe an organic reaction: reactants, conditions, products, and yield Reactants: NC1=C(C=CC(=C1)O[Si](C)(C)C(C)(C)C)NCC1=CC(=C(C(=O)OC)C=C1)OC (Methyl 4-[2-Amino-4-(tert-butyldimethylsilyloxy)phenylamino]methyl-2-methoxybenzoate), N1=CC=CC=C1 (pyridine), acid chloride, N1(CCCC1)CCOC1=CC=C(C(=O)O)C=C1 (4-[2-(1-pyrrolidinyl)ethoxy]benzoic acid), C(C(=O)Cl)(=O)Cl (oxalyl chloride). Run in C(Cl)Cl (CH2Cl2), C(Cl)Cl (CH2Cl2), CN(C)C=O (DMF), C(Cl)Cl (CH2Cl2). Run at time 1 hour. The product is [Si](C)(C)(C(C)(C)C)OC1=CC(=C(C=C1)NCC1=CC(=C(C(=O)OC)C=C1)OC)NC(C1=CC=C(C=C1)OCCN1CCCC1)=O (Methyl 4-[4-(tert-Butyldimethylsilyloxy)-2-[4-[2-(1-pyrrolidinyl)ethoxy]benzoylamino]phenylamino]methyl-2-methoxybenzoate). The yield is 78.6%. RXN SMILES: [N:1]1([CH2:6][CH2:7][O:8][C:9]2[CH:17]=[CH:16][C:12]([C:13]([OH:15])=O)=[CH:11][CH:10]=2)[CH2:5][CH2:4][CH2:3][CH2:2]1.C(Cl)(=O)C(Cl)=O.[NH2:24][C:25]1[CH:30]=[C:29]([O:31][Si:32]([C:35]([CH3:38])([CH3:37])[CH3:36])([CH3:34])[CH3:33])[CH:28]=[CH:27][C:26]=1[NH:39][CH2:40][C:41]1[CH:50]=[CH:49][C:44]([C:45]([O:47][CH3:48])=[O:46])=[C:43]([O:51][CH3:52])[CH:42]=1.N1C=CC=CC=1>C(Cl)Cl.CN(C=O)C>[Si:32]([O:31][C:29]1[CH:28]=[CH:27][C:26]([NH:39][CH2:40][C:41]2[CH:50]=[CH:49][C:44]([C:45]([O:47][CH3:48])=[O:46])=[C:43]([O:51][CH3:52])[CH:42]=2)=[C:25]([NH:24][C:13](=[O:15])[C:12]2[CH:11]=[CH:10][C:9]([O:8][CH2:7][CH2:6][N:1]3[CH2:2][CH2:3][CH2:4][CH2:5]3)=[CH:17][CH:16]=2)[CH:30]=1)([C:35]([CH3:38])([CH3:37])[CH3:36])([CH3:34])[CH3:33]. Procedure: To 4-[2-(1-pyrrolidinyl)ethoxy]benzoic acid (350 mg, 1.29 mmol) in CH2Cl2 (2 ml) was added oxalyl chloride (327 mg, 2.58 mmol) and a catalytic amount of DMF. The mixture was stirred at room temperature for 1 h and then concentrated under reduced pressure. The acid chloride was dried, under vacuum, overnight. To the aniline (Example 1, Part D; 0.49 g, 1.17 mmol), in pyridine (0.158 g, 2.34 mmol) and CH2Cl2 (3 mL) at 0° C. and under N2, was added the previously formed acid chloride (see Example 5,...